From a dataset of the Open Reaction Database (ORD), a public repository of structured organic reaction records. describe an organic reaction: reactants, conditions, products, and yield Starting materials: ClC=1C=C(C=CC1Cl)[C@]1(C(C1)CO)C#N ((1S)-1-(3,4-dichloro-phenyl)-2-hydroxymethyl cyclopropanecarbonitrile), C(C)O (ethanol), [OH-].[Na+] (sodium hydroxide), ice, Cl (hydrochloric acid). Solvent: ClCCl (dichloromethane). Reaction conditions: time 8 hour. Product: ClC=1C=C(C=CC1Cl)[C@]12C(OC[C@@H]2C1)=O ((1S,5R)-1-(3,4-Dichlorophenyl)-3-oxabicyclo[3.1.0]hexan-2-one). Isolated yield 45.0%. RXN SMILES: [Cl:1][C:2]1[CH:3]=[C:4]([C@:9]2([C:14]#N)[CH2:11][CH:10]2[CH2:12][OH:13])[CH:5]=[CH:6][C:7]=1[Cl:8].C([OH:18])C.[OH-].[Na+].Cl>ClCCl>[Cl:1][C:2]1[CH:3]=[C:4]([C@:9]23[CH2:11][C@H:10]2[CH2:12][O:13][C:14]3=[O:18])[CH:5]=[CH:6][C:7]=1[Cl:8] |f:2.3|. Procedure: (1S)-1-(3,4-dichloro-phenyl)-2-hydroxymethyl cyclopropanecarbonitrile (10 g, 4.13 mmol), ethanol (20 mL) and 25N sodium hydroxide solution (10 mL) were heated under reflux for 18 hours. The reaction is monitored by TLC (dichloromethane (100%)). The reaction mixture was cooled to room temperature and ice cold water (10 mL) was added to the reaction mass followed by concentrated hydrochloric acid drop wise to adjust the pH of the reaction mass to 1-2 and stirred for overnight at room temperature. ... Yields the product FC(S(=O)(=O)N1C(C(C2=CC(=CC=C12)OC)C1=NC(=NC(=N1)OC)OC)=O)F (1-[(difluoromethyl)sulfonyl]-3-(4,6-dimethoxy-1,3,5-triazin-2-yl)-5-methoxy-1,3-dihydro-2H-indol-2-one). As a reaction SMILES: [CH3:1][O:2][C:3]1[N:8]=[C:7]([O:9][CH3:10])[N:6]=[C:5]([CH:11]2[C:19]3[C:14](=[CH:15][CH:16]=[C:17]([O:20][CH3:21])[CH:18]=3)[NH:13][C:12]2=[O:22])[N:4]=1.CN1C=CN=C1.[F:29][CH:30]([F:35])[S:31](Cl)(=[O:33])=[O:32].O>ClCCl>[F:29][CH:30]([F:35])[S:31]([N:13]1[C:14]2[C:19](=[CH:18][C:17]([O:20][CH3:21])=[CH:16][CH:15]=2)[CH:11]([C:5]2[N:4]=[C:3]([O:2][CH3:1])[N:8]=[C:7]([O:9][CH3:10])[N:6]=2)[C:12]1=[O:22])(=[O:33])=[O:32]. Reactants: O (water), COC1=NC(=NC(=N1)OC)C1C(NC2=CC=C(C=C12)OC)=O (3-(4,6-Dimethoxy-1,3,5-triazin-2-yl)-5-methoxy-1,3-dihydro-2H-indol-2-one), CN1C=NC=C1 (1-methyl-1H-imidazole), FC(S(=O)(=O)Cl)F (difluoromethanesulfonyl chloride). Reaction conditions: temperature -10 celsius. Run in ClCCl (dichloromethane). Reported procedure: 3-(4,6-Dimethoxy-1,3,5-triazin-2-yl)-5-methoxy-1,3-dihydro-2H-indol-2-one (1.0 g) and 1-methyl-1H-imidazole (0.51 g) are introduced as initial charge in 8 ml of dichloromethane and cooled to −10° C. under nitrogen. With stirring, difluoromethanesulfonyl chloride (0.66 g) is added dropwise in two portions and the mixture is stirred for 2.5 hours at −5 to −10° C. For the work-up, water is added and the mixture is stirred, and the solid is filtered off, washed with dilute hydrochloric acid and wate... The reactants are [H-].C(C(C)C)[Al+]CC(C)C (diisobutylaluminum hydride), C(#N)C=1C(=NC=CC1)OCC1=CC=C(C=C1)OCC=1N=C(OC1C)C1=CC=CC=C1 (3-cyano-2-[4-[(5-methyl-2-phenyl-4-oxazolyl)methoxy]benzyloxy]pyridine), C1(=CC=CC=C1)C (toluene), [Cl-].[NH4+] (ammonium chloride), C(C)(=O)OCC (Ethyl acetate). The solvent is CCCCCC (hexane). Yields the product CC1=C(N=C(O1)C1=CC=CC=C1)COC1=CC=C(COC2=NC=CC=C2C=O)C=C1 (2-[4-[(5-methyl-2-phenyl-4-oxazolyl)methoxy]benzyloxy]-3-pyridinecarbaldehyde). Yield: 76.0%. As a reaction SMILES: [C:1]([C:3]1[C:4]([O:9][CH2:10][C:11]2[CH:16]=[CH:15][C:14]([O:17][CH2:18][C:19]3[N:20]=[C:21]([C:25]4[CH:30]=[CH:29][CH:28]=[CH:27][CH:26]=4)[O:22][C:23]=3[CH3:24])=[CH:13][CH:12]=2)=[N:5][CH:6]=[CH:7][CH:8]=1)#N.C1(C)C=CC=CC=1.[H-].C([Al+]CC(C)C)C(C)C.[Cl-].[NH4+].C(OCC)(=[O:52])C>CCCCCC>[CH3:24][C:23]1[O:22][C:21]([C:25]2[CH:30]=[CH:29][CH:28]=[CH:27][CH:26]=2)=[N:20][C:19]=1[CH2:18][O:17][C:14]1[CH:15]=[CH:16][C:11]([CH2:10][O:9][C:4]2[C:3]([CH:1]=[O:52])=[CH:8][CH:7]=[CH:6][N:5]=2)=[CH:12][CH:13]=1 |f:2.3,4.5|. Procedure details: To a mixture of 3-cyano-2-[4-[(5-methyl-2-phenyl-4-oxazolyl)methoxy]benzyloxy]pyridine (8.42 g) and anhydrous toluene (300 mL) was dropwise added a solution (1M, 46.6 mL) of diisobutylaluminum hydride in hexane at −78° C. The reaction mixture was allowed to warm to room temperature over 1 hr with stirring. A saturated aqueous ammonium chloride solution (70 L) was dropwise added to the mixture, and the mixture was further stirred at room temperature for 30 min. Ethyl acetate (300 mL) was added to... Starting materials: Cl (HCl), C1(=CC=CC=C1)COC1=C(C=CC=C1)C=1C=C(C=CC1)C1=C(C=CC=C1)/C=C/C(=O)O ((E)-3-(2-{3-[2-(Phenylmethoxy)phenyl]phenyl}phenyl)prop-2-enoic acid), S1C(=CC=C1)S(=O)(=O)[NH-] (2-thiophenesulfonylamide), CCN=C=NCCCN(C)C (EDCI). Reagents/catalysts: CN(C)C=1C=CN=CC1 (DMAP). Solvent: CC(=O)O (AcOH), C(Cl)Cl (CH2Cl2). Conditions: time 2 day. The product is C1(=CC=CC=C1)COC1=C(C=CC=C1)C=1C=C(C=CC1)C1=C(C=CC=C1)/C=C/C(=O)NS(=O)(=O)C=1SC=CC1 ((E)-3-(2-{3-[2-(Phenylmethoxy)phenyl]phenyl}phenyl)-N-(2-thienylsulfonyl)prop-2-enamide). Yield: 56.1%. As a reaction SMILES: [C:1]1([CH2:7][O:8][C:9]2[CH:14]=[CH:13][CH:12]=[CH:11][C:10]=2[C:15]2[CH:16]=[C:17]([C:21]3[CH:26]=[CH:25][CH:24]=[CH:23][C:22]=3/[CH:27]=[CH:28]/[C:29](O)=[O:30])[CH:18]=[CH:19][CH:20]=2)[CH:6]=[CH:5][CH:4]=[CH:3][CH:2]=1.[S:32]1[CH:36]=[CH:35][CH:34]=[C:33]1[S:37]([NH-:40])(=[O:39])=[O:38].CCN=C=NCCCN(C)C.Cl>CN(C1C=CN=CC=1)C.C(Cl)Cl.CC(O)=O>[C:1]1([CH2:7][O:8][C:9]2[CH:14]=[CH:13][CH:12]=[CH:11][C:10]=2[C:15]2[CH:16]=[C:17]([C:21]3[CH:26]=[CH:25][CH:24]=[CH:23][C:22]=3/[CH:27]=[CH:28]/[C:29]([NH:40][S:37]([C:33]3[S:32][CH:36]=[CH:35][CH:34]=3)(=[O:39])=[O:38])=[O:30])[CH:18]=[CH:19][CH:20]=2)[CH:6]=[CH:5][CH:4]=[CH:3][CH:2]=1. Reported procedure: To (E)-3-(2-{3-[2-(Phenylmethoxy)phenyl]phenyl}phenyl)prop-2-enoic acid (210 mg, 0.52 mmol) of Example 2 (step 2), 2-thiophenesulfonylamide (121 mg, 0.74 mmol) and DMAP (250 mg, 2.04 mmol) in CH2Cl2 (3 mL) was added EDCI (142 mg, 0.74 mmol). After stirring at r.t. for 2 days, the reaction mixture was poured into 1N HCl (or aqueous AcOH) and extracted with EtOAc. The organic layer was washed with brine, dried (MgSO4), filtered and concentrated. Purification by flash chromatography (Tol:EtOAc:AcOH...